This data is from the Open Reaction Database (ORD), a public repository of structured organic reaction records. The task is: describe an organic reaction: reactants, conditions, products, and yield Run in CCCCCC (hexane), C1CCOC1 (THF), C1CCOC1 (THF), [Cl-].[NH4+] (ammonium chloride). Run at time 30 minute. Reaction SMILES: Br[C:2]1[CH:3]=[C:4]2[C:8](=[CH:9][CH:10]=1)[N:7]([C:11]1[CH:16]=[CH:15][C:14]([F:17])=[CH:13][CH:12]=1)[N:6]=[CH:5]2.[Li]CCCC.[CH3:23][N:24]([CH3:43])[S:25]([N:28]1[C:32]2=[N:33][CH:34]=[CH:35][CH:36]=[C:31]2[C:30]([C:37](=[O:42])[C:38]([F:41])([F:40])[F:39])=[CH:29]1)(=[O:27])=[O:26]>C1COCC1.CCCCCC.[Cl-].[NH4+]>[CH3:23][N:24]([CH3:43])[S:25]([N:28]1[C:32]2=[N:33][CH:34]=[CH:35][CH:36]=[C:31]2[C:30]([C:37]([C:2]2[CH:3]=[C:4]3[C:8](=[CH:9][CH:10]=2)[N:7]([C:11]2[CH:16]=[CH:15][C:14]([F:17])=[CH:13][CH:12]=2)[N:6]=[CH:5]3)([OH:42])[C:38]([F:39])([F:41])[F:40])=[CH:29]1)(=[O:26])=[O:27] |f:5.6|. Reported procedure: To a chilled (−78° C.) solution of 80 mg (0.27 mmol) of 5-bromo-1-(4-fluorophenyl)-1H-indazole in 1 mL of anhydrous THF was added 110 μL (0.28 mmol) of a solution of 2.5 M n-BuLi in hexane in one portion. This solution was then added to a chilled (−78° C.) solution of 88 mg (0.27 mmol) of 3-(2,2,2-trifluoro-acetyl)pyrrolo[2,3-b]pyridine-1-sulfonic acid dimethylamide in 3 mL of THF. The reaction was monitored by TLC (ethyl acetate-hexanes 4:6). After 30 minutes, the mixture was diluted with 7 mL ... The yield is 29.2%. Reactants: solution, [Li]CCCC (n-BuLi), CN(S(=O)(=O)N1C=C(C=2C1=NC=CC2)C(C(F)(F)F)=O)C (3-(2,2,2-trifluoro-acetyl)pyrrolo[2,3-b]pyridine-1-sulfonic acid dimethylamide), ethyl acetate-hexanes, BrC=1C=C2C=NN(C2=CC1)C1=CC=C(C=C1)F (5-bromo-1-(4-fluorophenyl)-1H-indazole). Yields the product CN(S(=O)(=O)N1C=C(C=2C1=NC=CC2)C(C(F)(F)F)(O)C=2C=C1C=NN(C1=CC2)C2=CC=C(C=C2)F)C (3-{2,2,2-Trifluoro-1-[1-(4-fluorophenyl)-1H-indazol-5-yl]-1-hydroxyethyl}pyrrolo[2,3-b]pyridine-1-sulfonic acid dimethylamide). The reactants are FC1(CCC2(CC1)OC1=C(O2)C=CC=C1)CO ((4′-fluorospiro[benzo[d][1,3]dioxole-2,1′-cyclohexane]-4′-yl)methanol), [H-].[Na+] (NaH), [NH4+].[Cl-] (NH4Cl), ClC=1C=C(C=NC1Cl)S(=O)(=O)N (5,6-dichloropyridine-3-sulfonamide). Solvent: CN(C=O)C (N,N-dimethylformamide). Run at time 30 minute. Product: ClC=1C=C(C=NC1OCC1(CCC2(CC1)OC1=C(O2)C=CC=C1)F)S(=O)(=O)N (5-chloro-6-((4′-fluorospiro[benzo[d][1,3]dioxole-2,1′-cyclohexane]-4′-yl)methoxy)pyridine-3-sulfonamide). As a reaction SMILES: [F:1][C:2]1([CH2:16][OH:17])[CH2:7][CH2:6][C:5]2([O:11][C:10]3[CH:12]=[CH:13][CH:14]=[CH:15][C:9]=3[O:8]2)[CH2:4][CH2:3]1.[H-].[Na+].[Cl:20][C:21]1[CH:22]=[C:23]([S:28]([NH2:31])(=[O:30])=[O:29])[CH:24]=[N:25][C:26]=1Cl.[NH4+].[Cl-]>CN(C)C=O>[Cl:20][C:21]1[CH:22]=[C:23]([S:28]([NH2:31])(=[O:30])=[O:29])[CH:24]=[N:25][C:26]=1[O:17][CH2:16][C:2]1([F:1])[CH2:3][CH2:4][C:5]2([O:8][C:9]3[CH:15]=[CH:14][CH:13]=[CH:12][C:10]=3[O:11]2)[CH2:6][CH2:7]1 |f:1.2,4.5|. Procedure details: To a solution of EXAMPLE 350C (89 mg) in N,N-dimethylformamide (3 mL) was added NaH (65% in mineral oil, 36 mg). The mixture was stirred for 30 minutes, and then 5,6-dichloropyridine-3-sulfonamide (85 mg) was added. The mixture was stirred overnight. The mixture was poured over aqueous NH4Cl and extracted with ethyl acetate (100 mL). The combined organic layers were washed with water, brine and dried over Na2SO4. After filtration and evaporation of the solvent, the residue was loaded on a silica... Starting materials: CCCCn1c(=O)c(NC(=O)Nc2c(C(C)C)cccc2C(C)C)c(-c2cccc(OCCN3CCN(C(=O)OC(C)(C)C)CC3)c2)c2cccnc21, ClCCl, O=C(O)C(F)(F)F. Product: CCCCn1c(=O)c(NC(=O)Nc2c(C(C)C)cccc2C(C)C)c(-c2cccc(OCCN3CCNCC3)c2)c2cccnc21. Reaction SMILES: [CH2:1]([CH2:2][CH2:3][CH3:4])[n:5]1[c:6](=[O:53])[c:7]([NH:37][C:38](=[O:39])[NH:40][c:41]2[c:42]([CH:50]([CH3:51])[CH3:52])[cH:43][cH:44][cH:45][c:46]2[CH:47]([CH3:48])[CH3:49])[c:8](-[c:15]2[cH:16][c:17]([O:21][CH2:22][CH2:23][N:24]3[CH2:25][CH2:26][N:27]([C:30]([O:31][C:32]([CH3:33])([CH3:34])[CH3:35])=[O:36])[CH2:28][CH2:29]3)[cH:18][cH:19][cH:20]2)[c:9]2[cH:10][cH:11][cH:12][n:13][c:14]12.[CH2:61]([Cl:62])[Cl:63].[OH:54][C:55]([C:56]([F:57])([F:58])[F:59])=[O:60]>>[CH2:1]([CH2:2][CH2:3][CH3:4])[n:5]1[c:6](=[O:53])[c:7]([NH:37][C:38](=[O:39])[NH:40][c:41]2[c:42]([CH:50]([CH3:51])[CH3:52])[cH:43][cH:44][cH:45][c:46]2[CH:47]([CH3:48])[CH3:49])[c:8](-[c:15]2[cH:16][c:17]([O:21][CH2:22][CH2:23][N:24]3[CH2:25][CH2:26][NH:27][CH2:28][CH2:29]3)[cH:18][cH:19][cH:20]2)[c:9]2[cH:10][cH:11][cH:12][n:13][c:14]12. Starting materials: ClC1=C2C(=NC=C1)C=CS2 (7-Chlorothieno[3,2-b]pyridine), FC1=C(OC2=C3C(=NC=C2)C=C(S3)C(=O)N(C)C)C=CC(=C1)[N+](=O)[O-] (7-(2-Fluoro-4-nitrophenoxy)-N,N-dimethylthieno[3,2-b]pyridine-2-carboxamide). The product is FC1=C(OC2=C3C(=NC=C2)C=CS3)C=CC(=C1)[N+](=O)[O-] (7-(2-Fluoro-4-nitrophenoxy)thieno[3,2-b]pyridine). The yield is 45.0%. Reaction SMILES: ClC1C=CN=C2C=CSC=12.[F:11][C:12]1[CH:32]=[C:31]([N+:33]([O-:35])=[O:34])[CH:30]=[CH:29][C:13]=1[O:14][C:15]1[CH:20]=[CH:19][N:18]=[C:17]2[CH:21]=[C:22](C(N(C)C)=O)[S:23][C:16]=12>>[F:11][C:12]1[CH:32]=[C:31]([N+:33]([O-:35])=[O:34])[CH:30]=[CH:29][C:13]=1[O:14][C:15]1[CH:20]=[CH:19][N:18]=[C:17]2[CH:21]=[CH:22][S:23][C:16]=12. Procedure: Starting from the chloride 2 (scheme 1) and following the procedure described above for the synthesis of compound 6 (scheme 1, example 1), title compound 168 was obtained in 45% yield. LRMS (M+1) 290.3 (100%).